Dataset: the Open Reaction Database (ORD), a public repository of structured organic reaction records. Task: describe an organic reaction: reactants, conditions, products, and yield Starting materials: CCN(C(C)C)C(C)C, C1CCOC1, N#Cc1c(Cl)nc(SCc2csc(-c3ccc(Cl)cc3)n2)c(C#N)c1-c1cncs1, Cl, OC1CNC1. Product: N#Cc1c(SCc2csc(-c3ccc(Cl)cc3)n2)nc(N2CC(O)C2)c(C#N)c1-c1cncs1. As a reaction SMILES: [CH2:37]([N:38]([CH:39]([CH3:40])[CH3:41])[CH:42]([CH3:43])[CH3:44])[CH3:45].[CH2:46]1[O:47][CH2:48][CH2:49][CH2:50]1.[Cl:1][c:2]1[n:3][c:4]([S:17][CH2:18][c:19]2[n:20][c:21](-[c:24]3[cH:25][cH:26][c:27]([Cl:30])[cH:28][cH:29]3)[s:22][cH:23]2)[c:5]([C:15]#[N:16])[c:6](-[c:10]2[cH:11][n:12][cH:13][s:14]2)[c:7]1[C:8]#[N:9].[ClH:31].[NH:32]1[CH2:33][CH:34]([OH:36])[CH2:35]1>>[c:2]1([N:32]2[CH2:33][CH:34]([OH:36])[CH2:35]2)[n:3][c:4]([S:17][CH2:18][c:19]2[n:20][c:21](-[c:24]3[cH:25][cH:26][c:27]([Cl:30])[cH:28][cH:29]3)[s:22][cH:23]2)[c:5]([C:15]#[N:16])[c:6](-[c:10]2[cH:11][n:12][cH:13][s:14]2)[c:7]1[C:8]#[N:9]. Reactants: CCN(CC)CCN1CCCc2[nH]c(C=O)c(C)c2C1=O, Cc1cccc2c1CC(=O)N2. Reaction SMILES: [CH2:1]([CH3:2])[N:3]([CH2:4][CH2:5][N:6]1[C:7](=[O:19])[c:8]2[c:9]([nH:13][c:14]([CH:17]=[O:18])[c:15]2[CH3:16])[CH2:10][CH2:11][CH2:12]1)[CH2:20][CH3:21].[CH3:22][c:23]1[c:24]2[c:28]([cH:29][cH:30][cH:31]1)[NH:27][C:26](=[O:32])[CH2:25]2>>[CH2:1]([CH3:2])[N:3]([CH2:4][CH2:5][N:6]1[C:7](=[O:19])[c:8]2[c:9]([nH:13][c:14]([CH:17]=[C:25]3[c:24]4[c:23]([CH3:22])[cH:31][cH:30][cH:29][c:28]4[NH:27][C:26]3=[O:32])[c:15]2[CH3:16])[CH2:10][CH2:11][CH2:12]1)[CH2:20][CH3:21]. Product: CCN(CC)CCN1CCCc2[nH]c(C=C3C(=O)Nc4cccc(C)c43)c(C)c2C1=O.